This data is from the Open Reaction Database (ORD), a public repository of structured organic reaction records. The task is: describe an organic reaction: reactants, conditions, products, and yield The product is FC=1C(=NC(=NC1)NC1=CC=C(C=C1)N1CCN(CC1)C(C)=O)N1CCC(CC1)CO (1-(4-(4-(5-fluoro-4-(4-(hydroxymethyl)piperidin-1-yl)pyrimidin-2-ylamino)phenyl)piperazin-1-yl)ethanone). RXN SMILES: Cl[C:2]1[N:7]=[C:6](Cl)[C:5]([F:9])=[CH:4][N:3]=1.[NH:10]1[CH2:15][CH2:14][CH:13]([CH2:16][OH:17])[CH2:12][CH2:11]1.CCN(C(C)C)C(C)C.[NH2:27][C:28]1[CH:33]=[CH:32][C:31]([N:34]2[CH2:39][CH2:38][N:37]([C:40](=[O:42])[CH3:41])[CH2:36][CH2:35]2)=[CH:30][CH:29]=1>CC#N.C(O)CCC>[F:9][C:5]1[C:6]([N:10]2[CH2:15][CH2:14][CH:13]([CH2:16][OH:17])[CH2:12][CH2:11]2)=[N:7][C:2]([NH:27][C:28]2[CH:29]=[CH:30][C:31]([N:34]3[CH2:35][CH2:36][N:37]([C:40](=[O:42])[CH3:41])[CH2:38][CH2:39]3)=[CH:32][CH:33]=2)=[N:3][CH:4]=1. The yield is 22.5%. Procedure details: A mixture of 2,4-dichloro-5-fluoropyrimidine (167 mg, 1.00 mmol), 4-piperidinemethanol (115 mg, 1.00 mmol) and DIEA (0.400 mL, 2.30 mmol) in CH3CN (4 mL) was stirred at room temperature for 2 h. It was concentrated in vacuo. The residue was dissolved in nBuOH (6 mL). 3 mL of the nBuOH solution was taken, to which 1-(4-(4-aminophenyl)piperazin-1-yl)ethanone (120 mg, 0.55 mmol) was added. The solution was stirred at 116° C. for 20 h. nBuOH was removed in vacuo. The residue was purified by HPLC to ... Starting materials: NC1=CC=C(C=C1)N1CCN(CC1)C(C)=O (1-(4-(4-aminophenyl)piperazin-1-yl)ethanone), ClC1=NC=C(C(=N1)Cl)F (2,4-dichloro-5-fluoropyrimidine), N1CCC(CC1)CO (4-piperidinemethanol), CCN(C(C)C)C(C)C (DIEA). Reaction conditions: time 2 hour. Solvent: CC#N (CH3CN), C(CCC)O (nBuOH).